This data is from the Open Reaction Database (ORD), a public repository of structured organic reaction records. The task is: describe an organic reaction: reactants, conditions, products, and yield Starting materials: CC=1N(C(=CC1)C)C=1C=C2C(OC(=O)C2=CC1)C=CC (5-(2,5-dimethylpyrrol-1-yl)-3-(1-propenyl)-phthalide), Cl.NO (hydroxylamine-hydrochloride), [OH-].[K+] (potassium hydroxide). The solvent is C(C)O.O (ethanol water). The product is NC=1C=C2C(OC(=O)C2=CC1)C=CC (5-amino-3-(1-propenyl)-phthalide). Yield: 82.2%. Reaction SMILES: CC1[N:3]([C:8]2[CH:9]=[C:10]3[C:15](=[CH:16][CH:17]=2)[C:13](=[O:14])[O:12][CH:11]3[CH:18]=[CH:19][CH3:20])C(C)=CC=1.Cl.NO.[OH-].[K+]>C(O)C.O>[NH2:3][C:8]1[CH:9]=[C:10]2[C:15](=[CH:16][CH:17]=1)[C:13](=[O:14])[O:12][CH:11]2[CH:18]=[CH:19][CH3:20] |f:1.2,3.4,5.6|. Reported procedure: 1.1 g of 5-(2,5-dimethylpyrrol-1-yl)-3-(1-propenyl)-phthalide, 8.56 g of hydroxylamine-hydrochloride and 4.58 g of potassium hydroxide in 75 ml of ethanol/water (16:6,8, vv) are heated for 24 hours at 120° C. The solvent is distilled off, the residue is mixed with water and extracted with ethyl acetate. The ethyl acetate phase is dried (Na2SO4) and concentrated by evaporation and chromatographed on silica gel. 640 mg of 5-amino-3-(1-propenyl)-phthalide, melting point 125-130° C., is obtained wit... Run at temperature 85 celsius. RXN SMILES: I[CH2:2][CH2:3][CH2:4][CH3:5].O[C:7]1[CH:8]=[C:9]([CH:12]=[CH:13][C:14]=1[I:15])[CH:10]=[O:11].C(=O)([O-])[O-:17].[K+].[K+]>C(C(C)=O)C>[CH3:2][CH2:3][CH:4]([O:11][C:10](=[O:17])[C:9]1[CH:12]=[CH:13][C:14]([I:15])=[CH:7][CH:8]=1)[CH3:5] |f:2.3.4|. Product: CCC(C)OC(C1=CC=C(C=C1)I)=O (a—3-butoxy-4-iodobenzaldehyde). Procedure: 21.5 ml (189 mmol) of 1-iodobutane are added to a solution of 31 g (126 mmol) of 3-hydroxy-4-iodobenzaldehyde in 350 ml of methyl ethyl ketone in the presence of 52.2 g (378 mmol) of potassium carbonate. The reaction medium is heated at 85° C. for 2 hours. The solid is filtered off and the solvent is evaporated off. The solid obtained is washed with heptane and 38 g (99%) of 3-butoxy-4-iodobenzaldehyde are obtained in the form of white crystals. Reactants: ICCCC (1-iodobutane), OC=1C=C(C=O)C=CC1I (3-hydroxy-4-iodobenzaldehyde), C([O-])([O-])=O.[K+].[K+] (potassium carbonate). The solvent is C(C)C(=O)C (methyl ethyl ketone). Reactants: OC(C)C1=CC=C(C=C1)C1=CC=C(C=C1)C(=O)OCC1=CC=CC=C1 (benzyl 4'-(1-hydroxyethyl)-4-biphenylcarboxylate), Cl (hydrochloric acid), C(C)(=O)Cl (acetyl chloride). Run in C1(=CC=CC=C1)C (toluene), N1=CC=CC=C1 (pyridine). Reaction conditions: time 2 hour. Yields the product C(C)(=O)OC(C)C1=CC=C(C=C1)C1=CC=C(C=C1)C(=O)OCC1=CC=CC=C1 (benzyl 4'-(1-acetoxyethyl)-4-biphenylcarboxylate). Isolated yield 97.9%. RXN SMILES: [OH:1][CH:2]([C:4]1[CH:9]=[CH:8][C:7]([C:10]2[CH:15]=[CH:14][C:13]([C:16]([O:18][CH2:19][C:20]3[CH:25]=[CH:24][CH:23]=[CH:22][CH:21]=3)=[O:17])=[CH:12][CH:11]=2)=[CH:6][CH:5]=1)[CH3:3].[C:26](Cl)(=[O:28])[CH3:27].Cl>C1(C)C=CC=CC=1.N1C=CC=CC=1>[C:26]([O:1][CH:2]([C:4]1[CH:5]=[CH:6][C:7]([C:10]2[CH:15]=[CH:14][C:13]([C:16]([O:18][CH2:19][C:20]3[CH:25]=[CH:24][CH:23]=[CH:22][CH:21]=3)=[O:17])=[CH:12][CH:11]=2)=[CH:8][CH:9]=1)[CH3:3])(=[O:28])[CH3:27]. Procedure details: 29.9 g (0.09 mol) of III-15 was dissolved in a mixed solution of 150 ml of toluene and 50 ml of pyridine, followed by addition of 9.42 g (0.12 mol) of acetyl chloride at 15°-20° C. over a period of 2 hours. The mixture was maintained at the same temperature for 2 hours and then at 40°-45° C. for another 2 hours. The reaction mixture was cooled below 10° C. and added with 300 ml of 3N hydrochloric acid. After separating the liquid phase, the organic layer was washed with water, 5% sodium hydrogen... Starting materials: [Al+3], CCOCC, [H-], [H-], [H-], [H-], [Li+], C1CCOC1, O=CNc1ccc(-c2c[nH]cn2)cc1. Yields the product CNc1ccc(-c2c[nH]cn2)cc1. Reaction SMILES: [Al+3:16].[CH2:21]([O:22][CH2:23][CH3:24])[CH3:25].[H-:15].[H-:18].[H-:19].[H-:20].[Li+:17].[O:26]1[CH2:27][CH2:28][CH2:29][CH2:30]1.[nH:1]1[cH:2][n:3][c:4](-[c:6]2[cH:7][cH:8][c:9]([NH:12][CH:13]=[O:14])[cH:10][cH:11]2)[cH:5]1>>[nH:1]1[cH:2][n:3][c:4](-[c:6]2[cH:7][cH:8][c:9]([NH:12][CH3:13])[cH:10][cH:11]2)[cH:5]1. The reactants are CC#N, O=C1CCC(=O)N1Cl, COc1cc(Cl)ccc1C(=O)O. Yields the product COc1cc(Cl)c(Cl)cc1C(=O)O. Reaction SMILES: [CH3:21][C:22]#[N:23].[Cl:13][N:14]1[C:15](=[O:16])[CH2:17][CH2:18][C:19]1=[O:20].[Cl:1][c:2]1[cH:3][c:4]([O:11][CH3:12])[c:5]([C:6](=[O:7])[OH:8])[cH:9][cH:10]1>>[Cl:1][c:2]1[cH:3][c:4]([O:11][CH3:12])[c:5]([C:6](=[O:7])[OH:8])[cH:9][c:10]1[Cl:13]. Reactants: C(=O)(O)C=1SC=C2C1CN(C2)S(=O)(=O)C2=CC=C(C)C=C2 (1-carboxy-5-tosyl-5,6-dihydro-4H-thieno[3,4-c]pyrrole), solution, Br (hydrobromic acid). Solvent: C(C)(=O)O (acetic acid). Reaction conditions: temperature 60 celsius. Product: Br.C(=O)(O)C=1SC=C2C1CNC2 (1-Carboxy-5,6-dihydro-4H-thieno[3,4-c]pyrrole hydrobromide). The yield is 83.0%. Reaction SMILES: [C:1]([C:4]1[S:5][CH:6]=[C:7]2[CH2:11][N:10](S(C3C=CC(C)=CC=3)(=O)=O)[CH2:9][C:8]=12)([OH:3])=[O:2].[BrH:22]>C(O)(=O)C>[BrH:22].[C:1]([C:4]1[S:5][CH:6]=[C:7]2[CH2:11][NH:10][CH2:9][C:8]=12)([OH:3])=[O:2] |f:3.4|. Procedure: A mixture of 0.5 g (1.54 mmol) of 1-carboxy-5-tosyl-5,6-dihydro-4H-thieno[3,4-c]pyrrole and 5 ml of a 33% solution of hydrobromic acid in acetic acid, placed in a sealed tube, is heated at 60° C. in a water bath for 15 min. The reaction mixture is then cooled, the precipitate formed is filtered, washed twice with diethyl ether and dried. 0.32 g of product is obtained in the hydrobromide form. Yield 83%. Melting point: 281.3°-281.7° C. Starting materials: C(C(=C)C)(=O)OCCO (β-hydroxyethyl methacrylate), CC(=NO)CC (methylethyl ketoxime). The product is C(C=C)(=O)O.NC(=O)OCC (urethane acrylate). As a reaction SMILES: [C:1]([O:6][CH2:7][CH2:8]O)(=[O:5])[C:2](C)=[CH2:3].CC(CC)=[N:12]O>>[C:1]([OH:6])(=[O:5])[CH:2]=[CH2:3].[NH2:12][C:1]([O:6][CH2:7][CH3:8])=[O:5] |f:2.3|. Reported procedure: Into a four-necked flask provided with a stirrer, a condenser and a thermometer are charged 1500 parts of 3-methylpentane adipate having a molecular weight of 500, 134 parts of trimethylol propane and 1464 parts of tetramethylxylylene isocyanate. Thereafter, they are warmed to 100° C. and reacted for 5 hours to obtain polyfunctional terminal isocyanate prepolymer (ratio of NCO content 4.1%). Then, the temperature of the product is rendered into 60° C. and 174 parts of β-hydroxyethyl methacrylate... RXN SMILES: Br[C:2]1[CH:3]=[CH:4][C:5]2[S:11](=[O:13])(=[O:12])[CH2:10][CH2:9][C:8]([C:14]([NH:16][C:17]3[CH:22]=[CH:21][C:20]([CH2:23][N:24]([CH3:31])[CH:25]4[CH2:30][CH2:29][O:28][CH2:27][CH2:26]4)=[CH:19][CH:18]=3)=[O:15])=[CH:7][C:6]=2[CH:32]=1.C1(C)C=CC=CC=1.C(O)C.O.B([O-])([O-])O[C:46]1[CH:47]=[CH:48][C:49]2[O:53][C:52]([CH2:54][O:55][CH2:56][CH2:57][CH3:58])=[CH:51][C:50]=2[CH:59]=1.C(=O)([O-])[O-].[K+].[K+]>C1C=CC([P]([Pd]([P](C2C=CC=CC=2)(C2C=CC=CC=2)C2C=CC=CC=2)([P](C2C=CC=CC=2)(C2C=CC=CC=2)C2C=CC=CC=2)[P](C2C=CC=CC=2)(C2C=CC=CC=2)C2C=CC=CC=2)(C2C=CC=CC=2)C2C=CC=CC=2)=CC=1.O>[CH3:31][N:24]([CH2:23][C:20]1[CH:21]=[CH:22][C:17]([NH:16][C:14]([C:8]2[CH2:9][CH2:10][S:11](=[O:13])(=[O:12])[C:5]3[CH:4]=[CH:3][C:2]([C:46]4[CH:47]=[CH:48][C:49]5[O:53][C:52]([CH2:54][O:55][CH2:56][CH2:57][CH3:58])=[CH:51][C:50]=5[CH:59]=4)=[CH:32][C:6]=3[CH:7]=2)=[O:15])=[CH:18][CH:19]=1)[CH:25]1[CH2:30][CH2:29][O:28][CH2:27][CH2:26]1 |f:1.2.3,5.6.7,^1:71,73,92,111|. Conditions: time 30 minute. The reagents and catalysts are C=1C=CC(=CC1)[P](C=2C=CC=CC2)(C=3C=CC=CC3)[Pd]([P](C=4C=CC=CC4)(C=5C=CC=CC5)C=6C=CC=CC6)([P](C=7C=CC=CC7)(C=8C=CC=CC8)C=9C=CC=CC9)[P](C=1C=CC=CC1)(C=1C=CC=CC1)C=1C=CC=CC1 (tetrakistriphenylphosphinepalladium). Procedure details: To 7-bromo-N-[4-[[N-methyl-N-(tetrahydropyran-4-yl)amino]methyl]phenyl]-1,1-dioxo-2,3-dihydro-1-benzothiepine-4-carboxamide (0.41 g) was added toluene/ethanol/water (10/1/1,19.2 ml) and then were added 2-(propoxymethyl)-1-benzofuran-5-yl borate (0.22 g) and potassium carbonate (0.24 g), and the mixture was stirred at room temperature for 30 minutes. To the mixture was added tetrakistriphenylphosphinepalladium (45 mg), and the mixture was refluxed for 14 hours, cooled to room temperature and pour... Starting materials: BrC=1C=CC2=C(C=C(CCS2(=O)=O)C(=O)NC2=CC=C(C=C2)CN(C2CCOCC2)C)C1 (7-bromo-N-[4-[[N-methyl-N-(tetrahydropyran-4-yl)amino]methyl]phenyl]-1,1-dioxo-2,3-dihydro-1-benzothiepine-4-carboxamide), C1(=CC=CC=C1)C.C(C)O.O (toluene ethanol water), B(OC=1C=CC2=C(C=C(O2)COCCC)C1)([O-])[O-] (2-(propoxymethyl)-1-benzofuran-5-yl borate), C([O-])([O-])=O.[K+].[K+] (potassium carbonate). The yield is 37.1%. The solvent is O (water). The product is CN(C1CCOCC1)CC1=CC=C(C=C1)NC(=O)C=1CCS(C2=C(C1)C=C(C=C2)C=2C=CC1=C(C=C(O1)COCCC)C2)(=O)=O (N-[4-[[N-methyl-N-(tetrahydropyran-4-yl)amino]methyl]phenyl]-7-[2-(propoxymethyl)-1-benzofuran-5-yl]-1,1-dioxo-2,3-dihydro-1-benzothiepine-4-carboxamide). Starting materials: C(C)OC1(CC1)O[Si](C)(C)C ((1-ethoxycyclopropoxy)trimethylsilane), CC1CNCCC1 (3-methylpiperidine), C[Si](C)(C)C#N (trimethylsilylcyanide), CCCCCCC.C(C)(=O)OCC (heptane ethyl acetate). The solvent is C(C)(=O)OCC (ethyl acetate). Product: CC1CN(CCC1)C1(CC1)C#N (1-(3-methylpiperidin-1-yl)cyclopropanecarbonitrile). Yield: 79.0%. Reaction SMILES: C(O[C:4]1(O[Si](C)(C)C)[CH2:6][CH2:5]1)C.[CH3:12][CH:13]1[CH2:18][CH2:17][CH2:16][NH:15][CH2:14]1.C[Si]([C:23]#[N:24])(C)C.CCCCCCC.C(OCC)(=O)C>C(OCC)(=O)C>[CH3:12][CH:13]1[CH2:18][CH2:17][CH2:16][N:15]([C:4]2([C:23]#[N:24])[CH2:5][CH2:6]2)[CH2:14]1 |f:3.4|. Procedure details: The reaction of (1-ethoxycyclopropoxy)trimethylsilane 13 and 3-methylpiperidine 14B with trimethylsilylcyanide yielded after column chromatography with a gradient of heptane/ethyl acetate (v:v 4:1) to ethyl acetate as solvent 1-(3-methylpiperidin-1-yl)cyclopropanecarbonitrile as a colorless oil (79%). MS ISP (m/e): 165.2 (100) [(M+H)]+. Reactants: [N+](=O)([O-])C1=C2N=C(C(=NC2=CC(=C1Cl)Cl)Cl)Cl (5-nitro-2,3,6,7-tetrachloroquinoxaline), CC(C)([O-])C.[K+] (potassium tert-butoxide), C1(=CC=CC=C1)C (toluene), O (water). The solvent is C(C)(C)(C)O (tert-butanol). Run at temperature 0 celsius, time 30 minute. Yields the product C(C)(C)(C)OC1=NC2=C(C(=C(C=C2N=C1Cl)Cl)Cl)[N+](=O)[O-] (2-tert-butoxy-8-nitro-3,6,7-trichloroquinoxaline). The yield is 60.6%. As a reaction SMILES: [N+:1]([C:4]1[C:13]([Cl:14])=[C:12]([Cl:15])[CH:11]=[C:10]2[C:5]=1[N:6]=[C:7](Cl)[C:8]([Cl:16])=[N:9]2)([O-:3])=[O:2].[CH3:18][C:19]([CH3:22])([O-:21])[CH3:20].[K+].C1(C)C=CC=CC=1.O>C(O)(C)(C)C>[C:19]([O:21][C:7]1[C:8]([Cl:16])=[N:9][C:10]2[C:5](=[C:4]([N+:1]([O-:3])=[O:2])[C:13]([Cl:14])=[C:12]([Cl:15])[CH:11]=2)[N:6]=1)([CH3:22])([CH3:20])[CH3:18] |f:1.2|. Procedure details: To 5-nitro-2,3,6,7-tetrachloroquinoxaline 1608 mg obtained in Example 7(1), was added dropwise a solution of potassium tert-butoxide 644 mg in tert-butanol (15 mL) at −5 to 0° C. The reaction mixture was stirred at 0° C. for 30 min, and toluene 50 mL, 0.1 M sodium dihydrogen phosphate 5 mL, and water were added thereto with shaking. The organic layer was separated, washed with water and saturated saline, and dried over MgSO4. After evaporation, the residue was subjected to column chromato (silic...